Task: describe an organic reaction: reactants, conditions, products, and yield. Dataset: the Open Reaction Database (ORD), a public repository of structured organic reaction records Reactants: [Mg] (Magnesium), C1=CC=CC=2OC3=C(C21)C=CC=C3 (dibenzofuran), C(C=C)Br (allyl bromide), ClCC(=O)OCC (ethyl chloroacetate), mixed solution, C[Si](Cl)(Cl)C (dimethyldichlorosilane), C1(=CC=CC=C1)CCC(CCC)=O (1-phenyl-3-hexanone), ClCC(=O)OCC (ethyl chloroacetate), C(C=C)Br (allyl bromide). Run in C1CCOC1 (THF), C1CCOC1 (THF). Conditions: time 18 minute. Yields the product OC(CC(=O)OCC)(CCC)CCC1=CC=CC=C1 (Racemic ethyl 3-hydroxy-3-(2-phenylethyl)hexanoate). RXN SMILES: [Mg].C1C2C3C=CC=CC=3OC=2C=CC=1.C(Br)C=C.C[Si](C)(Cl)Cl.[C:24]1([CH2:30][CH2:31][C:32](=[O:36])[CH2:33][CH2:34][CH3:35])[CH:29]=[CH:28][CH:27]=[CH:26][CH:25]=1.Cl[CH2:38][C:39]([O:41][CH2:42][CH3:43])=[O:40]>C1COCC1>[OH:36][C:32]([CH2:31][CH2:30][C:24]1[CH:29]=[CH:28][CH:27]=[CH:26][CH:25]=1)([CH2:33][CH2:34][CH3:35])[CH2:38][C:39]([O:41][CH2:42][CH3:43])=[O:40]. Reported procedure: Magnesium (9.1 g, 0.374 mole) was suspended in THF (99 mL) containing dibenzofuran (1.4109 g) as an internal standard substance and allyl bromide (0.28 g) was added at 31° C. in a thin stream. Thereto was added 2.5 mL of a mixed solution (143 mL) of dimethyldichlorosilane (1.84 g, 14.2 mmole), 1-phenyl-3-hexanone (47.1 g, 0.267 mole), ethyl chloroacetate (34.8 g, 0.284 mole), allyl bromide (0.28 g, 2.3 mmole) and THF (49 mL) at 30° C. in a thin stream. After 18 min, exothermic heat was observed ... The reactants are Cl.CN1C(=C(C(=O)OCC)C(C=C1C1=CC=CC=C1)=O)C (ethyl 1,2-dimethyl-6-phenyl-4-oxonicotinate hydrochloride), [OH-].[Na+] (sodium hydroxide). Run in O (water). Yields the product CN1C(=C(C(=O)OCC)C(C=C1C1=CC=CC=C1)=O)C (Ethyl 1,2-dimethyl-6-phenyl-4-oxonicotinate). As a reaction SMILES: Cl.[CH3:2][N:3]1[C:13]([C:14]2[CH:19]=[CH:18][CH:17]=[CH:16][CH:15]=2)=[CH:12][C:11](=[O:20])[C:5]([C:6]([O:8][CH2:9][CH3:10])=[O:7])=[C:4]1[CH3:21].[OH-].[Na+]>O>[CH3:2][N:3]1[C:13]([C:14]2[CH:15]=[CH:16][CH:17]=[CH:18][CH:19]=2)=[CH:12][C:11](=[O:20])[C:5]([C:6]([O:8][CH2:9][CH3:10])=[O:7])=[C:4]1[CH3:21] |f:0.1,2.3|. Procedure details: 2.0 g (0.0065 mol.) of ethyl 1,2-dimethyl-6-phenyl-4-oxonicotinate hydrochloride (see Example 49 below) is dissolved in water and treated with dilute sodium hydroxide (pH adjusted to about 8). The precipitate formed is isolated by vacuum filtration to afford 1.9 g of product, mp 154° C. (MDC/ether recrystallization).